Dataset: the Open Reaction Database (ORD), a public repository of structured organic reaction records. Task: describe an organic reaction: reactants, conditions, products, and yield The reactants are FC=1C=C(CNC(NC=2SC=C(N2)C(=O)[O-])=O)C=CC1 (2-(3-(3-fluorobenzyl)ureido)thiazole-4-carboxylate), OS(=O)(=O)[O-].[Na+] (NaHSO4), CCOC(=O)C (EtOAc), [H-].[H-].[H-].[H-].[Li+].[Al+3] (LiAlH4), Na2SO4.10H2O. The solvent is C1CCOC1 (THF). Reaction conditions: temperature -78 celsius, time 3 hour. Product: FC=1C=C(CNC(=O)NC=2SC=C(N2)CO)C=CC1 (1-(3-fluorobenzyl)-3-(4-(hydroxymethyl)thiazol-2-yl)urea). Isolated yield 79.0%. Reaction SMILES: [F:1][C:2]1[CH:3]=[C:4]([CH:18]=[CH:19][CH:20]=1)[CH2:5][NH:6][C:7](=[O:17])[NH:8][C:9]1[S:10][CH:11]=[C:12]([C:14]([O-])=[O:15])[N:13]=1.[H-].[H-].[H-].[H-].[Li+].[Al+3].OS([O-])(=O)=O.[Na+].CCOC(C)=O>C1COCC1>[F:1][C:2]1[CH:3]=[C:4]([CH:18]=[CH:19][CH:20]=1)[CH2:5][NH:6][C:7]([NH:8][C:9]1[S:10][CH:11]=[C:12]([CH2:14][OH:15])[N:13]=1)=[O:17] |f:1.2.3.4.5.6,7.8|. Procedure details: 2-(3-(3-fluorobenzyl)ureido)thiazole-4-carboxylate (4.08 mmol) is taken up in THF and solution is cooled to −78° C. Added LiAlH4 (2.6 equivalents, 1M solution in THF). Stir at ambient temperature for 3 hours. Add slowly Na2SO4.10H2O (6.4 g), then NaHSO4 (1.8 g). Stir for 30 hours. Aqueous workup with EtOAc. Crystallized from DCM/hexanes to give 1-(3-fluorobenzyl)-3-(4-(hydroxymethyl)thiazol-2-yl)urea in 79% yield. The reactants are C(N)(=O)C=1C=C2C(=CC=NC2=CC1OC)OC1=CC(=C(C=C1)NC(OC1=CC=CC=C1)=O)Cl (Phenyl N-(4-(6-carbamoyl-7-methoxy-4-quinolyl)oxy-2-chlorophenyl)carbamate), C(C)O (ethanol), C1(CC1)N (cyclopropylamine), O (water). Run in CN(C=O)C (N,N-dimethylformamide). Run at time 8 hour. Product: ClC=1C=C(OC2=CC=NC3=CC(=C(C=C23)C(=O)N)OC)C=CC1NC(=O)NC1CC1 (4-(3-chloro-4-(cyclopropylaminocarbonyl)aminophenoxy)-7-methoxy-6-quinolinecarboxamide). RXN SMILES: [C:1]([C:4]1[CH:5]=[C:6]2[C:11](=[CH:12][C:13]=1[O:14][CH3:15])[N:10]=[CH:9][CH:8]=[C:7]2[O:16][C:17]1[CH:22]=[CH:21][C:20]([NH:23][C:24](=O)[O:25]C2C=CC=CC=2)=[C:19]([Cl:33])[CH:18]=1)(=[O:3])[NH2:2].[CH:34]1([NH2:37])[CH2:36][CH2:35]1.O.C(O)C>CN(C)C=O>[Cl:33][C:19]1[CH:18]=[C:17]([CH:22]=[CH:21][C:20]=1[NH:23][C:24]([NH:37][CH:34]1[CH2:36][CH2:35]1)=[O:25])[O:16][C:7]1[C:6]2[C:11](=[CH:12][C:13]([O:14][CH3:15])=[C:4]([C:1]([NH2:2])=[O:3])[CH:5]=2)[N:10]=[CH:9][CH:8]=1. Procedure details: Phenyl N-(4-(6-carbamoyl-7-methoxy-4-quinolyl)oxy-2-chlorophenyl)carbamate (17.5 g, 37.7 mmol) disclosed in WO 02/32872 was dissolved in N,N-dimethylformamide (350 mL), and then cyclopropylamine (6.53 mL, 94.25 mmol) was added to the reaction mixture under a nitrogen atmosphere, followed by stirring overnight at room temperature. To the mixture was added water (1.75 L), and the mixture was stirred. Precipitated crude crystals were collected by filtration, washed with water, and dried at 70° C. f... The reactants are NC1=CC=C(C=C1)N1C2=C(NC(CC1=O)=O)C1=CC=CC=C1C=C2 (5-(4-aminophenyl)-1H-naphtho[1,2-b][1,4]diazepine-2,4(3H,5H)-dione), NC1=CC=C(C=C1)N1C2=C(NC(CC1=O)=O)C(=CC=C2)CC (1-(4-Aminophenyl)-6-ethyl-1H-benzo[b][1,4]diazepine-2,4(3H,5H)-dione), C(=C)C=1C(=NC=CC1)C(=O)Cl (3-vinylpicolinic acid chloride). Product: C(=C)C=1C(=NC=CC1)C(=O)NC1=CC=C(C=C1)N1C2=C(NC(CC1=O)=O)C1=CC=CC=C1C=C2 (5-[4-[(3-Vinylpyridin-2-yl)carbonylamino]phenyl]-1H-naphtho[1,2-b][1,4]diazepine-2,4(3H,5H)-dione). The yield is 35.0%. As a reaction SMILES: [NH2:1][C:2]1[CH:7]=[CH:6][C:5]([N:8]2[C:14](=[O:15])[CH2:13][C:12](=[O:16])[NH:11][C:10]3[C:17]4[C:22]([CH:23]=[CH:24][C:9]2=3)=[CH:21][CH:20]=[CH:19][CH:18]=4)=[CH:4][CH:3]=1.[CH:25]([C:27]1[C:28]([C:33](Cl)=[O:34])=[N:29][CH:30]=[CH:31][CH:32]=1)=[CH2:26].NC1C=CC(N2C(=O)CC(=O)NC3C(CC)=CC=CC2=3)=CC=1>>[CH:25]([C:27]1[C:28]([C:33]([NH:1][C:2]2[CH:7]=[CH:6][C:5]([N:8]3[C:14](=[O:15])[CH2:13][C:12](=[O:16])[NH:11][C:10]4[C:17]5[C:22]([CH:23]=[CH:24][C:9]3=4)=[CH:21][CH:20]=[CH:19][CH:18]=5)=[CH:4][CH:3]=2)=[O:34])=[N:29][CH:30]=[CH:31][CH:32]=1)=[CH2:26]. Procedure details: By using 5-(4-aminophenyl)-1H-naphtho[1,2-b][1,4]diazepine-2,4(3H,5H)-dione obtained in Example 1, (3), and 3-vinylpicolinic acid chloride, the title compound (yield 35%) was obtained in the same manner as that of Example 1, (4).